Dataset: the Open Reaction Database (ORD), a public repository of structured organic reaction records. Task: describe an organic reaction: reactants, conditions, products, and yield Reactants: CC(C)(C)CC(=O)Cl, Nc1ccc([N+](=O)[O-])cc1, c1ccncc1. Product: CC(C)(C)CC(=O)Nc1ccc([N+](=O)[O-])cc1. As a reaction SMILES: [CH3:11][C:12]([CH2:13][C:14](=[O:15])[Cl:16])([CH3:17])[CH3:18].[NH2:1][c:2]1[cH:3][cH:4][c:5]([N+:8]([O-:9])=[O:10])[cH:6][cH:7]1.[cH:19]1[cH:20][cH:21][n:22][cH:23][cH:24]1>>[NH:1]([c:2]1[cH:3][cH:4][c:5]([N+:8]([O-:9])=[O:10])[cH:6][cH:7]1)[C:14]([CH2:13][C:12]([CH3:11])([CH3:17])[CH3:18])=[O:15]. RXN SMILES: [CH3:17][CH2:18][OH:19].[ClH:16].[NH:1]1[CH2:2][CH2:3][C:4]([c:7]2[cH:8][nH:9][c:10]3[n:11][cH:12][cH:13][cH:14][c:15]23)=[CH:5][CH2:6]1>>[NH:1]1[CH2:2][CH2:3][CH:4]([c:7]2[cH:8][nH:9][c:10]3[n:11][cH:12][cH:13][cH:14][c:15]23)[CH2:5][CH2:6]1. Starting materials: CCO, Cl, C1=C(c2c[nH]c3ncccc23)CCNC1. Product: c1cnc2[nH]cc(C3CCNCC3)c2c1.